Dataset: the Open Reaction Database (ORD), a public repository of structured organic reaction records. Task: describe an organic reaction: reactants, conditions, products, and yield Starting materials: CC(C)(O)c1ccc2c(c1)C(=CCCBr)c1cccnc1CO2, O=C([O-])[O-], CC#N, CCN(C(=O)Nc1ccc(Cl)cc1)C1CCNC1, [K+], [K+], O. Yields the product CCN(C(=O)Nc1ccc(Cl)cc1)C1CCN(CCC=C2c3cc(C(C)(C)O)ccc3OCc3ncccc32)C1. RXN SMILES: [Br:25][CH2:26][CH2:27][CH:28]=[C:29]1[c:30]2[c:31]([cH:40][cH:41][c:42]([C:44]([CH3:45])([CH3:46])[OH:47])[cH:43]2)[O:32][CH2:33][c:34]2[c:35]1[cH:36][cH:37][cH:38][n:39]2.[C:19](=[O:20])([O-:21])[O-:22].[C:49](#[N:50])[CH3:51].[Cl:1][c:2]1[cH:3][cH:4][c:5]([NH:8][C:9]([N:10]([CH:11]2[CH2:12][NH:13][CH2:14][CH2:15]2)[CH2:16][CH3:17])=[O:18])[cH:6][cH:7]1.[K+:23].[K+:24].[OH2:48]>>[Cl:1][c:2]1[cH:3][cH:4][c:5]([NH:8][C:9]([N:10]([CH:11]2[CH2:12][N:13]([CH2:26][CH2:27][CH:28]=[C:29]3[c:30]4[c:31]([cH:40][cH:41][c:42]([C:44]([CH3:45])([CH3:46])[OH:47])[cH:43]4)[O:32][CH2:33][c:34]4[c:35]3[cH:36][cH:37][cH:38][n:39]4)[CH2:14][CH2:15]2)[CH2:16][CH3:17])=[O:18])[cH:6][cH:7]1. The reactants are crude product, [I-].[K+] (potassium iodide), N(=O)[O-].[Na+] (Sodium nitrite), NC1=C(C=C(C=C1)C(F)(F)F)CO ([2-amino-5-(trifluoromethyl)phenyl]methanol). Solvent: S(O)(O)(=O)=O (sulfuric acid), C(C)(=O)O (acetic acid). Reaction conditions: temperature 70 celsius, time 30 minute. Yields the product IC1=C(C=C(C=C1)C(F)(F)F)CO ([2-iodo-5-(trifluoromethyl)phenyl]methanol). The yield is 40.0%. RXN SMILES: N([O-])=O.[Na+].N[C:6]1[CH:11]=[CH:10][C:9]([C:12]([F:15])([F:14])[F:13])=[CH:8][C:7]=1[CH2:16][OH:17].[I-:18].[K+]>S(=O)(=O)(O)O.C(O)(=O)C>[I:18][C:6]1[CH:11]=[CH:10][C:9]([C:12]([F:15])([F:14])[F:13])=[CH:8][C:7]=1[CH2:16][OH:17] |f:0.1,3.4|. Procedure: 2-Iodo-4-(trifluoromethyl)aniline (8.0 g, 27.9 mmol), methanol (5 mL) and triethylamine (10 mL) were dissolved in dimethylformamide (50 ml) and, under a carbon monoxide atmosphere, tetrakis(triphenylphosphine)palladium (1.6 g, 1.4 mmol) was added and the mixture was stirred at 50° C. for 5 days. The solvent was evaporated and work-up according to a conventional method gave a crude product of methyl 2-amino-5-(trifluoromethyl)benzoate. The obtained crude product was dissolved in tetrahydrofuran (... The reactants are CC(C)(C)N=C=O, CN(C)C=O, Nc1c[nH]nc1-c1nc2ccccc2[nH]1. Yields the product CC(C)(C)NC(=O)Nc1c[nH]nc1-c1nc2ccccc2[nH]1. Reaction SMILES: [C:16]([CH3:17])([CH3:18])([CH3:19])[N:20]=[C:21]=[O:22].[O:23]=[CH:24][N:25]([CH3:26])[CH3:27].[nH:1]1[c:2](-[c:10]2[n:11][nH:12][cH:13][c:14]2[NH2:15])[n:3][c:4]2[c:5]1[cH:6][cH:7][cH:8][cH:9]2>>[n:1]1[c:2](-[c:10]2[n:11][nH:12][cH:13][c:14]2[NH:15][C:21]([NH:20][C:16]([CH3:17])([CH3:18])[CH3:19])=[O:22])[nH:3][c:4]2[c:5]1[cH:6][cH:7][cH:8][cH:9]2. Reactants: CN(CC(CO)O)C (3-(dimethylamino)-1,2-propanediol), CC(C)([O-])C.[K+] (potassium tert-butoxide), C=1(C(=CC=CC1)S(=O)(=O)OCCCCCCCC\C=C/CCCCCCCC)C (oleyl toluenesulfonate). Run in xylenes. Run at time 0.5 hour. Yields the product C(CCCCCCC\C=C/CCCCCCCC)OC(CN(C)C)COCCCCCCCC\C=C/CCCCCCCC (N-(2,3-Di-(9-(Z)-octadecenyloxy))prop-1-yl-N,N,-dimethylamine). The yield is 72.6%. Reaction SMILES: [CH3:1][N:2]([CH3:8])[CH2:3][CH:4]([OH:7])[CH2:5][OH:6].C[C:10]([CH3:13])([O-])[CH3:11].[K+].C1(C)C(S(O[CH2:25][CH2:26][CH2:27][CH2:28][CH2:29][CH2:30][CH2:31][CH2:32]/[CH:33]=[CH:34]\[CH2:35][CH2:36][CH2:37][CH2:38][CH2:39][CH2:40][CH2:41][CH3:42])(=O)=O)=CC=CC=1>>[CH2:42]([O:7][CH:4]([CH2:5][O:6][CH2:39][CH2:38][CH2:37][CH2:36][CH2:35][CH2:34][CH2:33][CH2:32]/[CH:31]=[CH:30]\[CH2:29][CH2:28][CH2:27][CH2:26][CH2:25][CH2:11][CH2:10][CH3:13])[CH2:3][N:2]([CH3:8])[CH3:1])[CH2:41][CH2:40][CH2:39][CH2:38][CH2:37][CH2:36][CH2:35]/[CH:34]=[CH:33]\[CH2:32][CH2:31][CH2:30][CH2:29][CH2:28][CH2:27][CH2:26][CH3:25] |f:1.2|. Procedure: In accordance with Reaction Scheme I, a mixture of 3-(dimethylamino)-1,2-propanediol (1.19 g, 10 mmol), potassium tert-butoxide (3.36 g, 30 mmol) and oleyl toluenesulfonate (12.7 g, 30 mmol) in xylenes (50 ml) was stirred at room temperature under house vacuum (approx. 30 torr) for 0.5 hour. The mixture was heated to 50° C. and stirred for an additional 0.25 hour. The vacuum was removed and the reaction vessel was filled with nitrogen gas to room pressure (approx. 1 atm.). The temperature was in...